From a dataset of the Open Reaction Database (ORD), a public repository of structured organic reaction records. describe an organic reaction: reactants, conditions, products, and yield Starting materials: [Mg] (magnesium), C(C)Br (ethyl bromide), II (iodine), [Cl-].[NH4+] (ammonium chloride), C(C)(C)N(C(C)C)CCC(C1=CC=CC=C1)C1=C(C=CC(=C1)Br)OCC1=CC=CC=C1 ((+)-N,N-diisopropyl-3-(2-benzyloxy-5-bromophenyl)-3-phenylpropylamine), C(C)Br (ethyl bromide), C(=O)=O (dry ice). Solvent: O1CCCC1 (Tetrahydrofuran), C(C)OCC (diethyl ether), C(C)OCC (diethyl ether). Yields the product Cl.C(C)(C)N(C(C)C)CCC(C1=CC=CC=C1)C1=C(C=CC(=C1)C(=O)O)OCC1=CC=CC=C1 ((+)-N,N-Diisopropyl-3-(2-benzyloxy-5-carboxyphenyl)-3-phenylpropylamine hydrochloride). Isolated yield 77.0%. As a reaction SMILES: [Mg].C(Br)C.II.[CH:7]([N:10]([CH2:14][CH2:15][CH:16]([C:23]1[CH:28]=[C:27](Br)[CH:26]=[CH:25][C:24]=1[O:30][CH2:31][C:32]1[CH:37]=[CH:36][CH:35]=[CH:34][CH:33]=1)[C:17]1[CH:22]=[CH:21][CH:20]=[CH:19][CH:18]=1)[CH:11]([CH3:13])[CH3:12])([CH3:9])[CH3:8].[C:38](=[O:40])=[O:39].[Cl-:41].[NH4+]>C(OCC)C.O1CCCC1>[ClH:41].[CH:7]([N:10]([CH2:14][CH2:15][CH:16]([C:23]1[CH:28]=[C:27]([C:38]([OH:40])=[O:39])[CH:26]=[CH:25][C:24]=1[O:30][CH2:31][C:32]1[CH:37]=[CH:36][CH:35]=[CH:34][CH:33]=1)[C:17]1[CH:22]=[CH:21][CH:20]=[CH:19][CH:18]=1)[CH:11]([CH3:13])[CH3:12])([CH3:9])[CH3:8] |f:5.6,9.10|. Procedure: A mixture of magnesium (12.2 g, 0.5 mole), ethyl bromide (2 g), and iodine (a small crystal) in dry diethyl ether (200 mL) was warmed until the reaction started. (+)-N,N-diisopropyl-3-(2-benzyloxy-5-bromophenyl)-3-phenylpropylamine (45.6 g, 0.095 mole) and ethyl bromide (32.7 g, 0.3 mole) dissolved in dry diethyl ether (250 mL) were then added dropwise under nitrogen atmosphere. The mixture was refluxed for 1.5 h and then cooled in an acetone/dry-ice bath, whereupon powdered dry ice (≈100 g) was... Yields the product CCN1CCC(N(C)C2CC2)c2cccc(CO)c21. Reactants: [Al+3], CCOCC, CCN1CCC(N(C=O)C2CC2)c2cccc(CO)c21, [H-], [H-], [H-], [H-], [Li+], C1CCOC1. As a reaction SMILES: [Al+3:22].[CH3:27][CH2:28][O:29][CH2:30][CH3:31].[CH:1](=[O:2])[N:3]([CH:4]1[CH2:5][CH2:6]1)[CH:7]1[CH2:8][CH2:9][N:10]([CH2:19][CH3:20])[c:11]2[c:12]([CH2:17][OH:18])[cH:13][cH:14][cH:15][c:16]21.[H-:21].[H-:24].[H-:25].[H-:26].[Li+:23].[O:32]1[CH2:33][CH2:34][CH2:35][CH2:36]1>>[CH3:1][N:3]([CH:4]1[CH2:5][CH2:6]1)[CH:7]1[CH2:8][CH2:9][N:10]([CH2:19][CH3:20])[c:11]2[c:12]([CH2:17][OH:18])[cH:13][cH:14][cH:15][c:16]21. Reactants: C1(=CC=CC=C1)C1(CC1)C1=CC=C2C(=N1)SC(=N2)C=2C=C1C=CN(C1=CC2)CCCC(=O)OC (Methyl 4-(5-(5-(1-phenylcyclopropyl)thiazolo[5,4-b]pyridin-2-yl)-1H-indol-1-yl)butanoate), O.[OH-].[Li+] (lithium hydroxide, monohydrate). The solvent is C1CCOC1 (THF). The product is C1(=CC=CC=C1)C1(CC1)C1=CC=C2C(=N1)SC(=N2)C=2C=C1C=CN(C1=CC2)CCCC(=O)O (4-(5-(5-(1-phenylcyclopropyl)[1,3]thiazolo[5,4-b]pyridin-2-yl)-1H-indol-1-yl)butanoic acid). Reaction SMILES: [C:1]1([C:7]2([C:10]3[N:15]=[C:14]4[S:16][C:17]([C:19]5[CH:20]=[C:21]6[C:25](=[CH:26][CH:27]=5)[N:24]([CH2:28][CH2:29][CH2:30][C:31]([O:33]C)=[O:32])[CH:23]=[CH:22]6)=[N:18][C:13]4=[CH:12][CH:11]=3)[CH2:9][CH2:8]2)[CH:6]=[CH:5][CH:4]=[CH:3][CH:2]=1.O.[OH-].[Li+]>C1COCC1>[C:1]1([C:7]2([C:10]3[N:15]=[C:14]4[S:16][C:17]([C:19]5[CH:20]=[C:21]6[C:25](=[CH:26][CH:27]=5)[N:24]([CH2:28][CH2:29][CH2:30][C:31]([OH:33])=[O:32])[CH:23]=[CH:22]6)=[N:18][C:13]4=[CH:12][CH:11]=3)[CH2:9][CH2:8]2)[CH:2]=[CH:3][CH:4]=[CH:5][CH:6]=1 |f:1.2.3|. Procedure: Methyl 4-(5-(5-(1-phenylcyclopropyl)thiazolo[5,4-b]pyridin-2-yl)-1H-indol-1-yl)butanoate (63 mg, 0.135 mmol) was dissolved in THF (1.3 mL) before lithium hydroxide, monohydrate (11 mg, 0.269 mmol) was added and stirred at ambient temperature for 3 h. The reaction mixture was concentrated, acidified with 2 N HCl, filtered, washed with water, and dried in a vacuum oven to give the title compound. MS (ESI) m/z: Calculated: 453.2; Observed: 453.8 (M++H). Run at time 3 hour. Starting materials: C#CC1OC(=O)NC1(C)CCc1ccc(OCCCCCCC)cc1, CCOC(C)=O, CCO, [Na+], [Na+], O=C([O-])O, [OH-]. Product: C#CC(O)C(C)(N)CCc1ccc(OCCCCCCC)cc1. RXN SMILES: [C:1](#[CH:2])[CH:3]1[C:4]([CH3:9])([CH2:10][CH2:11][c:12]2[cH:13][cH:14][c:15]([O:18][CH2:19][CH2:20][CH2:21][CH2:22][CH2:23][CH2:24][CH3:25])[cH:16][cH:17]2)[NH:5][C:6](=[O:8])[O:7]1.[CH3:28][CH2:29][O:30][C:31]([CH3:32])=[O:33].[CH3:39][CH2:40][OH:41].[Na+:27].[Na+:38].[O-:34][C:35]([OH:36])=[O:37].[OH-:26]>>[C:1](#[CH:2])[CH:3]([C:4]([NH2:5])([CH3:9])[CH2:10][CH2:11][c:12]1[cH:13][cH:14][c:15]([O:18][CH2:19][CH2:20][CH2:21][CH2:22][CH2:23][CH2:24][CH3:25])[cH:16][cH:17]1)[OH:7].